Dataset: the Open Reaction Database (ORD), a public repository of structured organic reaction records. Task: describe an organic reaction: reactants, conditions, products, and yield Starting materials: O=C([O-])[O-], CCNC(=O)c1ccc(-n2nnc(C(=O)NC3CC3)c2CCCOS(C)(=O)=O)cc1, CC#N, [K+], [K+], c1c[nH]cn1. Product: CCNC(=O)c1ccc(-n2nnc(C(=O)NC3CC3)c2CCCn2ccnc2)cc1. As a reaction SMILES: [C:31](=[O:32])([O-:33])[O-:34].[CH3:1][S:2]([O:3][CH2:6][CH2:7][CH2:8][c:9]1[c:10]([C:25](=[O:26])[NH:27][CH:28]2[CH2:29][CH2:30]2)[n:11][n:12][n:13]1-[c:14]1[cH:15][cH:16][c:17]([C:20](=[O:21])[NH:22][CH2:23][CH3:24])[cH:18][cH:19]1)(=[O:4])=[O:5].[CH3:42][C:43]#[N:44].[K+:35].[K+:36].[nH:37]1[cH:38][n:39][cH:40][cH:41]1>>[CH2:6]([CH2:7][CH2:8][c:9]1[c:10]([C:25](=[O:26])[NH:27][CH:28]2[CH2:29][CH2:30]2)[n:11][n:12][n:13]1-[c:14]1[cH:15][cH:16][c:17]([C:20](=[O:21])[NH:22][CH2:23][CH3:24])[cH:18][cH:19]1)[n:37]1[cH:38][n:39][cH:40][cH:41]1. Starting materials: N#Cc1ccc(N=C=S)cc1, CC(C)CNC(CO)CC(C)C, COC(=O)C(N)CC(C)C, [Cl-], NCCO, CC(C)CC(N)CO. The product is CC(C)CC1CSC(=Nc2ccc(C#N)cc2)N1CC(C)C. RXN SMILES: [C:36](#[N:37])[c:38]1[cH:39][cH:40][c:41]([N:44]=[C:45]=[S:46])[cH:42][cH:43]1.[CH3:23][CH:24]([CH2:25][CH:26]([CH2:27][OH:28])[NH:29][CH2:30][CH:31]([CH3:32])[CH3:33])[CH3:34].[CH3:9][O:10][C:11](=[O:12])[CH:13]([CH2:14][CH:15]([CH3:16])[CH3:17])[NH2:18].[Cl-:35].[OH:19][CH2:20][CH2:21][NH2:22].[OH:1][CH2:2][CH:3]([NH2:4])[CH2:5][CH:6]([CH3:7])[CH3:8]>>[CH3:23][CH:24]([CH2:25][CH:26]1[CH2:27][S:46][C:45](=[N:44][c:41]2[cH:40][cH:39][c:38]([C:36]#[N:37])[cH:43][cH:42]2)[N:29]1[CH2:30][CH:31]([CH3:32])[CH3:33])[CH3:34]. The reactants are OO (hydrogen peroxide), ON1C(CC(CC1(C)C)O)(C)C (1-oxyl-2,2,6,6-tetramethylpiperidin-4-ol), C1CCCCC1 (cyclohexane), CO (methanol), peroxide, OO (hydrogen peroxide), peroxide. The reagents and catalysts are S(=O)(=O)(O)[O-].C(CCC)[N+](CCCC)(CCCC)CCCC (tetrabutylammonium hydrogen sulfate), O.O.O.O.O.O.O.S(=O)(=O)([O-])[O-].[Fe+2] (iron(II) sulfate heptahydrate), CS(=O)(=O)O (methanesulfonic acid), O.O.O.O.O.O.O.S(=O)(=O)([O-])[O-].[Fe+2] (iron(II) sulfate heptahydrate), CS(=O)(=O)O (methanesulfonic acid). Run in O (water). The product is C1(CCCCC1)ON1C(CC(CC1(C)C)O)(C)C (1-Cyclohexyloxy-2,2,6,6-tetramethylpiperidin-4-ol). Isolated yield 59.0%. RXN SMILES: OO.[OH:3][N:4]1[C:9]([CH3:11])([CH3:10])[CH2:8][CH:7]([OH:12])[CH2:6][C:5]1([CH3:14])[CH3:13].[CH2:15]1[CH2:20][CH2:19][CH2:18][CH2:17][CH2:16]1.CO>S([O-])(O)(=O)=O.C([N+](CCCC)(CCCC)CCCC)CCC.O.O.O.O.O.O.O.O.S([O-])([O-])(=O)=O.[Fe+2].CS(O)(=O)=O>[CH:15]1([O:3][N:4]2[C:9]([CH3:10])([CH3:11])[CH2:8][CH:7]([OH:12])[CH2:6][C:5]2([CH3:14])[CH3:13])[CH2:20][CH2:19][CH2:18][CH2:17][CH2:16]1 |f:4.5,7.8.9.10.11.12.13.14.15|. Procedure: A solution of 80.2 g (1.18 mol) of 50% aqueous hydrogen peroxide is added at 70° C. over 12 hours to a mixture of 17.2 g (100 mmol) of 1-oxyl-2,2,6,6-tetramethylpiperidin-4-ol, 0.556 g (2.00 mmol) of iron(II) sulfate heptahydrate, 0.679 g (2.0 mmol) of tetrabutylammonium hydrogen sulfate, 0.15 ml (2.0 mmol) of methanesulfonic acid, 44 ml of cyclohexane, and 200 ml of methanol. Five hours after the peroxide addition is started, a solution of 0.556 g (2.0 mmol) of iron(II) sulfate heptahydrate and... The reactants are B, CCc1nn2ccccc2c1N(CC1CC1)C(=O)C1CCOCC1, Cl, C1CCOC1, C1CCOC1, O. The product is CCc1nn2ccccc2c1N(CC1CCOCC1)CC1CC1. RXN SMILES: [BH3:31].[CH:1]1([CH2:4][N:5]([C:6](=[O:7])[CH:8]2[CH2:9][CH2:10][O:11][CH2:12][CH2:13]2)[c:14]2[c:15]([CH2:23][CH3:24])[n:16][n:17]3[c:18]2[cH:19][cH:20][cH:21][cH:22]3)[CH2:2][CH2:3]1.[ClH:32].[O:26]1[CH2:27][CH2:28][CH2:29][CH2:30]1.[O:33]1[CH2:34][CH2:35][CH2:36][CH2:37]1.[OH2:25]>>[CH:1]1([CH2:4][N:5]([CH2:6][CH:8]2[CH2:9][CH2:10][O:11][CH2:12][CH2:13]2)[c:14]2[c:15]([CH2:23][CH3:24])[n:16][n:17]3[c:18]2[cH:19][cH:20][cH:21][cH:22]3)[CH2:2][CH2:3]1.